This data is from the Open Reaction Database (ORD), a public repository of structured organic reaction records. The task is: describe an organic reaction: reactants, conditions, products, and yield The reactants are C(C)(C)(C)OC(CC(NC1=CC=C(C=C1)C1(CCN(CC1)C(=O)OC(C)(C)C)O)C(CC)=O)=O (4-(N-BOC-4-Hydroxypiperidin-4-yl)phenyl-3-propionyl-β-alanine t-Butyl Ester), [SiH](CC)(CC)CC (Et3SiH). Solvent: C(Cl)Cl (CH2Cl2). Conditions: time 18 hour. The product is N1CCC(CC1)C1=CC=C(C=C1)NC(CC(=O)O)C(CC)=O (4-(Piperidin-4-yl)phenyl-3-propionyl-β-alanine). As a reaction SMILES: C([O:5][C:6](=[O:34])[CH2:7][CH:8]([C:30](=[O:33])[CH2:31][CH3:32])[NH:9][C:10]1[CH:15]=[CH:14][C:13]([C:16]2(O)[CH2:21][CH2:20][N:19](C(OC(C)(C)C)=O)[CH2:18][CH2:17]2)=[CH:12][CH:11]=1)(C)(C)C.[SiH](CC)(CC)CC>C(Cl)Cl>[NH:19]1[CH2:20][CH2:21][CH:16]([C:13]2[CH:14]=[CH:15][C:10]([NH:9][CH:8]([C:30](=[O:33])[CH2:31][CH3:32])[CH2:7][C:6]([OH:34])=[O:5])=[CH:11][CH:12]=2)[CH2:17][CH2:18]1. Reported procedure: A solution of 10-6 (0.225 g, 0.47 mmoles) in CH2Cl2 (5 ml) was treated with Et3SiH (0.33 g, 4.2 mmoles) at ambient temperature and the resulting solution was stirred for 18 hours. The solvent was removed and the residue was purified by flash chromatgraphy on silica gel eluting with EtOH(10)/H2O(1)/NH4OH(1) to give two components: 10-8 had Rf 0.25 under these conditions: Starting materials: CCOC(=O)C(CC(C)(C)c1ccc(Cl)c(OC)c1)(O[Si](C)(C)C)C(F)(F)F, CCCC[N+](CCCC)(CCCC)CCCC, [F-], C1CCOC1, O, O, O, O. The product is CCOC(=O)C(O)(CC(C)(C)c1ccc(Cl)c(OC)c1)C(F)(F)F. As a reaction SMILES: [CH2:1]([CH3:2])[O:3][C:4]([C:5]([CH2:6][C:7]([CH3:8])([CH3:9])[c:10]1[cH:11][c:12]([O:17][CH3:18])[c:13]([Cl:16])[cH:14][cH:15]1)([O:19][Si:20]([CH3:21])([CH3:22])[CH3:23])[C:24]([F:25])([F:26])[F:27])=[O:28].[CH2:33]([N+:34]([CH2:35][CH2:36][CH2:37][CH3:38])([CH2:39][CH2:40][CH2:41][CH3:42])[CH2:43][CH2:44][CH2:45][CH3:46])[CH2:47][CH2:48][CH3:49].[F-:32].[O:51]1[CH2:52][CH2:53][CH2:54][CH2:55]1.[OH2:29].[OH2:30].[OH2:31].[OH2:50]>>[CH2:1]([CH3:2])[O:3][C:4]([C:5]([CH2:6][C:7]([CH3:8])([CH3:9])[c:10]1[cH:11][c:12]([O:17][CH3:18])[c:13]([Cl:16])[cH:14][cH:15]1)([OH:19])[C:24]([F:25])([F:26])[F:27])=[O:28].